Dataset: the Open Reaction Database (ORD), a public repository of structured organic reaction records. Task: describe an organic reaction: reactants, conditions, products, and yield Starting materials: CN1CCNCC1 (1-methylpiperazine), BrC=1C=C2C=3C=CC(=CC3NC2=C(C1)C(N)=O)C(=O)O (6-bromo-8-carbamoyl-9H-carbazole-2-carboxylic acid), C(CCl)Cl (EDC), O.ON1N=NC2=C1C=CC=C2 (1-hydroxybenzotriazole hydrate). The solvent is C1CCOC1.C(Cl)Cl (THF CH2Cl2), C(C)(=O)OCC (ethyl acetate). Conditions: time 16 hour. The product is BrC=1C=C(C=2NC3=CC(=CC=C3C2C1)C(=O)N1CCN(CC1)C)C(=O)N (3-bromo-7-(4-methylpiperazine-1-carbonyl)-9H-carbazole-1-carboxamide). Reaction SMILES: [Br:1][C:2]1[CH:3]=[C:4]2[C:12](=[C:13]([C:15](=[O:17])[NH2:16])[CH:14]=1)[NH:11][C:10]1[CH:9]=[C:8]([C:18](O)=[O:19])[CH:7]=[CH:6][C:5]2=1.C(Cl)CCl.O.ON1C2C=CC=CC=2N=N1.[CH3:36][N:37]1[CH2:42][CH2:41][NH:40][CH2:39][CH2:38]1>C1COCC1.C(Cl)Cl.C(OCC)(=O)C>[Br:1][C:2]1[CH:14]=[C:13]([C:15]([NH2:16])=[O:17])[C:12]2[NH:11][C:10]3[C:5]([C:4]=2[CH:3]=1)=[CH:6][CH:7]=[C:8]([C:18]([N:40]1[CH2:41][CH2:42][N:37]([CH3:36])[CH2:38][CH2:39]1)=[O:19])[CH:9]=3 |f:2.3,5.6|. Procedure details: To a suspension of 6-bromo-8-carbamoyl-9H-carbazole-2-carboxylic acid (8.47 g, 8.64 mmol), EDC (1.657 g, 8.64 mmol), and 1-hydroxybenzotriazole hydrate (1.324 g, 8.64 mmol) in THF/CH2Cl2 (5/1) (40 mL) was added 1-methylpiperazine (3.84 mL, 34.6 mmol). The reaction mixture turned into a dark pink suspension. The reaction mixture was stirred at room temperature for 16 h. The reaction mixture was concentrated and partitioned between ethyl acetate and water/sat. NaHCO3. The aqueous phase was re-extr... RXN SMILES: C(OC(=O)[NH:7][C:8]1[CH:13]=[C:12]([O:14][CH2:15][CH:16]2[CH2:18][CH2:17]2)[C:11]([C:19]([F:22])([F:21])[F:20])=[CH:10][C:9]=1[NH:23][C:24](=[O:43])[CH2:25][C:26]([C:28]1[CH:33]=[CH:32][CH:31]=[C:30]([C:34]2[CH:35]=[N:36][C:37]([CH:40]3[CH2:42][CH2:41]3)=[CH:38][CH:39]=2)[CH:29]=1)=O)(C)(C)C.C(O)(C(F)(F)F)=O>C(Cl)Cl>[CH:16]1([CH2:15][O:14][C:12]2[C:11]([C:19]([F:20])([F:21])[F:22])=[CH:10][C:9]3[NH:23][C:24](=[O:43])[CH2:25][C:26]([C:28]4[CH:33]=[CH:32][CH:31]=[C:30]([C:34]5[CH:35]=[N:36][C:37]([CH:40]6[CH2:41][CH2:42]6)=[CH:38][CH:39]=5)[CH:29]=4)=[N:7][C:8]=3[CH:13]=2)[CH2:17][CH2:18]1. The reactants are C(C)(C)(C)OC(NC1=C(C=C(C(=C1)OCC1CC1)C(F)(F)F)NC(CC(=O)C1=CC(=CC=C1)C=1C=NC(=CC1)C1CC1)=O)=O ((5-Cyclopropylmethoxy-2-{3-[3-(6-cyclopropyl-pyridin-3-yl)-phenyl]-3-oxo-propionylamino}-4-trifluoromethyl-phenyl)-carbamic acid tert-butyl ester), C(=O)(C(F)(F)F)O (TFA). The product is C1(CC1)COC1=CC2=C(NC(CC(=N2)C2=CC(=CC=C2)C=2C=NC(=CC2)C2CC2)=O)C=C1C(F)(F)F (7-Cyclopropylmethoxy-4-[3-(6-cyclopropyl-pyridin-3-yl)-phenyl]-8-trifluoromethyl-1,3-dihydro-benzo[b][1,4]diazepin-2-one), solid. Yield: 39.0%. Run in C(Cl)Cl (CH2Cl2). Procedure: The title compound was prepared from (5-cyclopropylmethoxy-2-{3-[3-(6-cyclopropyl-pyridin-3-yl)-phenyl]-3-oxo-propionylamino}-4-trifluoromethyl-phenyl)-carbamic acid tert-butyl ester (Example M178) (240 mg, 0.39 mmol) by treatment with TFA in CH2Cl2 according to the general procedure N. Obtained as an off-white solid (74 mg, 39%).